The task is: describe an organic reaction: reactants, conditions, products, and yield. This data is from the Open Reaction Database (ORD), a public repository of structured organic reaction records. Product: FC(C(=O)O)(F)F.FCCCCN1CCNCC1 (1-(4-fluoro-n-butyl)piperazine trifluoroacetic acid). Isolated yield 87.0%. Reaction SMILES: C(OC([N:8]1[CH2:13][CH2:12][N:11]([CH2:14][CH2:15][CH2:16][CH2:17][F:18])[CH2:10][CH2:9]1)=O)(C)(C)C.[F:19][C:20]([F:25])([F:24])[C:21]([OH:23])=[O:22]>>[F:19][C:20]([F:25])([F:24])[C:21]([OH:23])=[O:22].[F:18][CH2:17][CH2:16][CH2:15][CH2:14][N:11]1[CH2:10][CH2:9][NH:8][CH2:13][CH2:12]1 |f:2.3|. The reactants are C(C)(C)(C)OC(=O)N1CCN(CC1)CCCCF (1-tert-butoxycarbonyl-4-(4-fluoro-n-butyl)piperazine), FC(C(=O)O)(F)F (trifluoroacetic acid). Procedure details: A mixture of 1-tert-butoxycarbonyl-4-(4-fluoro-n-butyl)piperazine (3.50 g, 10.74 mmol) in trifluoroacetic acid (20 mL) was stirred at room temperature for 1 h. The reaction mixture was evaporated to dryness under vacuum and the resulting residue was triturated from Et2O to afford the titled compound (2.61 g, 87%) as a white solid. Reaction conditions: time 1 hour. Reactants: ClCCl, [Li]C, [Ce+3], [Cl-], [Cl-], [Cl-], CC(O)C1(c2cccc(Cl)c2)CCN(C)CC1, [NH4+], C1CCOC1, [OH-], O, O, O, O, O, O, O. Product: CN1CCC(c2cccc(Cl)c2)(C(C)(C)O)CC1. RXN SMILES: [CH2:38]([Cl:39])[Cl:40].[CH3:12][Li:13].[Ce+3:9].[Cl-:10].[Cl-:11].[Cl-:8].[Cl:14][c:15]1[cH:16][c:17]([C:21]2([CH:28]([OH:29])[CH3:30])[CH2:22][CH2:23][N:24]([CH3:27])[CH2:25][CH2:26]2)[cH:18][cH:19][cH:20]1.[NH4+:31].[O:33]1[CH2:34][CH2:35][CH2:36][CH2:37]1.[OH-:32].[OH2:1].[OH2:2].[OH2:3].[OH2:4].[OH2:5].[OH2:6].[OH2:7]>>[CH3:12][C:28]([C:21]1([c:17]2[cH:16][c:15]([Cl:14])[cH:20][cH:19][cH:18]2)[CH2:22][CH2:23][N:24]([CH3:27])[CH2:25][CH2:26]1)([OH:29])[CH3:30]. Product: Cc1nc(-n2ccc(OCc3ccccc3)cc2=O)sc1C(=O)NCc1ccc(C)n1C. RXN SMILES: [CH2:10]([c:11]1[cH:12][cH:13][cH:14][cH:15][cH:16]1)[O:17][c:18]1[cH:19][c:20](=[O:33])[n:21](-[c:24]2[s:25][c:26]([C:30](=[O:31])[OH:32])[c:27]([CH3:29])[n:28]2)[cH:22][cH:23]1.[CH3:1][n:2]1[c:3]([CH2:8][NH2:9])[cH:4][cH:5][c:6]1[CH3:7]>>[CH3:1][n:2]1[c:3]([CH2:8][NH:9][C:30]([c:26]2[s:25][c:24](-[n:21]3[c:20](=[O:33])[cH:19][c:18]([O:17][CH2:10][c:11]4[cH:12][cH:13][cH:14][cH:15][cH:16]4)[cH:23][cH:22]3)[n:28][c:27]2[CH3:29])=[O:31])[cH:4][cH:5][c:6]1[CH3:7]. Reactants: Cc1nc(-n2ccc(OCc3ccccc3)cc2=O)sc1C(=O)O, Cc1ccc(CN)n1C. The reactants are OC1=CC=C(C=C1)C1=NOC(=C1)C(=O)N (3-(4-Hydroxy-phenyl)-isoxazole-5-carboxylic acid amide), CC=1C=C(CBr)C=CC1C (3,4-Dimethylbenzyl bromide), OC1=CC=C(C=C1)C1=NOC(=C1)C(=O)N (3-(4-Hydroxy-phenyl)-isoxazole-5-carboxylic acid amide), C(=O)([O-])[O-].[K+].[K+] (K2CO3). Reagents/catalysts: [I-].C(CCC)[N+](CCCC)(CCCC)CCCC (tetrabutylammonium iodide). Run in CN(C)C=O (DMF). Conditions: time 8 hour. The product is CC=1C=C(COC2=CC=C(C=C2)C2=NOC(=C2)C(=O)N)C=CC1C (3-[4-(3,4-dimethyl-benzyloxy)-phenyl]-isoxazole-5-carboxylic acid amide). Yield: 11.2%. As a reaction SMILES: [OH:1][C:2]1[CH:7]=[CH:6][C:5]([C:8]2[CH:12]=[C:11]([C:13]([NH2:15])=[O:14])[O:10][N:9]=2)=[CH:4][CH:3]=1.C([O-])([O-])=O.[K+].[K+].[CH3:22][C:23]1[CH:24]=[C:25]([CH:28]=[CH:29][C:30]=1[CH3:31])[CH2:26]Br>[I-].C([N+](CCCC)(CCCC)CCCC)CCC.CN(C=O)C>[CH3:22][C:23]1[CH:24]=[C:25]([CH:28]=[CH:29][C:30]=1[CH3:31])[CH2:26][O:1][C:2]1[CH:3]=[CH:4][C:5]([C:8]2[CH:12]=[C:11]([C:13]([NH2:15])=[O:14])[O:10][N:9]=2)=[CH:6][CH:7]=1 |f:1.2.3,5.6|. Procedure details: 3-(4-Hydroxy-phenyl)-isoxazole-5-carboxylic acid amide (which may be prepared as described in Preparation of Intermediate 2; 50 mg, 0.24 mmol), K2CO3 (37 mg, 0.27 mmol) and tetrabutylammonium iodide (9 mg, 0.024 mmol) were taken up in DMF (2.4 mL). 3,4-Dimethylbenzyl bromide (77 mg, 0.27 mmol) was added and the reaction mixture was stirred at room temperature overnight. The solvent was evaporated and the residue was purified by high-throughput purification to give 3-[4-(3,4-dimethyl-benzyloxy)-p... The reactants are C(=O)(O)CSCCCCCC=1C(CCC1)=O (2-(7-carboxy-6-thiaheptyl)-2-cyclopentenone), C1(=CC=C(C=C1)S(=O)(=O)O)C (p-toluenesulfonic acid). Solvent: C(C)O (ethanol). Yields the product C(=O)(OCC)CSCCCCCC=1C(CCC1)=O (2-(7-carbethoxy-6-thiaheptyl)-2-cyclopentenone). RXN SMILES: [C:1]([CH2:4][S:5][CH2:6][CH2:7][CH2:8][CH2:9][CH2:10][C:11]1[C:12](=[O:16])[CH2:13][CH2:14][CH:15]=1)([OH:3])=[O:2].[C:17]1(C)C=CC(S(O)(=O)=O)=C[CH:18]=1>C(O)C>[C:1]([CH2:4][S:5][CH2:6][CH2:7][CH2:8][CH2:9][CH2:10][C:11]1[C:12](=[O:16])[CH2:13][CH2:14][CH:15]=1)([O:3][CH2:17][CH3:18])=[O:2]. Procedure details: A mixture of 74 g. (0.306 mols) of 2-(7-carboxy-6-thiaheptyl)-2-cyclopentenone, 1200 ml. of ethanol and 1 g. p-toluenesulfonic acid is stirred and refluxed for 18 hours. The resulting solution is concentrated and the residue is dissolved in ether. The organic phase is washed with water, sodium bicarbonate solution and saline, dried (MgSO4) and evaporated. The residue is distilled to give a light yellow oil, b.p. 147°-150° C. (0.07 Torr). The reactants are ClC(C(=O)OCC)=O (Ethyl chlorooxoacetate), FC1=C(C=CC(=C1)F)NC(=S)NCC(C)(C)C (1-(2,4-difluoro-phenyl)-3-(2,2-dimethylpropyl)-thiourea). Run in ClCCl (dichloromethane). Conditions: time 8 hour. The product is FC1=C(C=CC(=C1)F)N1C(N(C(C1=O)=O)CC(C)(C)C)=S (1-(2,4-difluoro-phenyl)-3-(2,2-dimethyl-propyl)-2-thioxo-imidazolidine-4,5-dione). Yield: 54.6%. Reaction SMILES: Cl[C:2](=[O:8])[C:3]([O:5]CC)=O.[F:9][C:10]1[CH:15]=[C:14]([F:16])[CH:13]=[CH:12][C:11]=1[NH:17][C:18]([NH:20][CH2:21][C:22]([CH3:25])([CH3:24])[CH3:23])=[S:19]>ClCCl>[F:9][C:10]1[CH:15]=[C:14]([F:16])[CH:13]=[CH:12][C:11]=1[N:17]1[C:2](=[O:8])[C:3](=[O:5])[N:20]([CH2:21][C:22]([CH3:24])([CH3:23])[CH3:25])[C:18]1=[S:19]. Procedure details: Ethyl chlorooxoacetate (0.57 mL, 5.03 mmol) was added to a stirring solution of the above thiourea (1.00 g, 3.87 mmol) in dichloromethane (15 mL) and the resulting mixture was stirred overnight at room temperature. Concentration, trituration of the residue with diethyl ether, and recrystallization from boiling methanol afforded 0.66 g (55%) of 1-(2,4-difluoro-phenyl)-3-(2,2-dimethyl-propyl)-2-thioxo-imidazolidine-4,5-dione as a yellow solid: mp 156.2–156.9° C.; 1H NMR (DMSO-d6): δ 7.55 (m, 2H), ...